This data is from the Open Reaction Database (ORD), a public repository of structured organic reaction records. The task is: describe an organic reaction: reactants, conditions, products, and yield The reactants are C1(=CC=C(C=C1)C1(C(=C(C(O1)=O)OCC1=CC=CC=C1)O)CC(C)C)C1=CC=CC=C1 (5-[(1,1'-biphenyl)-4-yl]-4-hydroxy-3-phenylmethoxy-5-(2-methylpropyl)-2(5H)-furanone), OC=1C(OC(C1O)(C1=CC=CC=C1)C)=O (3,4-dihydroxy-5-methyl-5-phenyl-2(5H)-furanone). The product is C1(=CC=C(C=C1)C1(C(=C(C(O1)=O)O)O)CC(C)C)C1=CC=CC=C1 (5-[(1,1'-Biphenyl)-4-yl]-3,4-dihydroxy-5-(2-methylpropyl)-2(5H)-furanone). Isolated yield 69.4%. Reaction SMILES: [C:1]1([C:26]2[CH:31]=[CH:30][CH:29]=[CH:28][CH:27]=2)[CH:6]=[CH:5][C:4]([C:7]2([CH2:22][CH:23]([CH3:25])[CH3:24])[O:11][C:10](=[O:12])[C:9]([O:13]CC3C=CC=CC=3)=[C:8]2[OH:21])=[CH:3][CH:2]=1.OC1C(=O)OC(C)(C2C=CC=CC=2)C=1O>>[C:1]1([C:26]2[CH:27]=[CH:28][CH:29]=[CH:30][CH:31]=2)[CH:6]=[CH:5][C:4]([C:7]2([CH2:22][CH:23]([CH3:25])[CH3:24])[O:11][C:10](=[O:12])[C:9]([OH:13])=[C:8]2[OH:21])=[CH:3][CH:2]=1. Procedure details: Hydrogenolysis of 350 mg of 5-[(1,1'-biphenyl)-4-yl]-4-hydroxy-3-phenylmethoxy-5-(2-methylpropyl)-2(5H)-furanone was performed in a similar manner as described in the preparation of 3,4-dihydroxy-5-methyl-5-phenyl-2(5H)-furanone to provide 190 mg (69% yield) of a white powder: mp 198-199° C. dec.(CHCl3 /hexanes). 1H NMR (acetone-d6) δ 7.73-7.34 (m, 9H), 2.44-2.28 (m, 1H), 1.50-0.80 (m, 8H). 13C NMR (acetone-d6) δ 169.21, 155.47, 140.81, 139.57, 129.17, 127.73, 127.18, 127.08, 126.04, 118.47, 86.... Reactants: CCCN, CO, Cl, CC1(C)CC(=O)CC(C)(C)P1c1ccccc1. The product is CCCNC1CC(C)(C)P(c2ccccc2)C(C)(C)C1. Reaction SMILES: [CH2:18]([CH2:19][CH3:20])[NH2:21].[CH3:23][OH:24].[ClH:22].[c:1]1([P:7]2[C:8]([CH3:16])([CH3:17])[CH2:9][C:10](=[O:15])[CH2:11][C:12]2([CH3:13])[CH3:14])[cH:2][cH:3][cH:4][cH:5][cH:6]1>>[c:1]1([P:7]2[C:8]([CH3:16])([CH3:17])[CH2:9][CH:10]([NH:21][CH2:18][CH2:19][CH3:20])[CH2:11][C:12]2([CH3:13])[CH3:14])[cH:2][cH:3][cH:4][cH:5][cH:6]1.